This data is from the Open Reaction Database (ORD), a public repository of structured organic reaction records. The task is: describe an organic reaction: reactants, conditions, products, and yield Reactants: NC1=C(C(=NO1)C1=CC(=CC=C1)F)C(=O)O (5-amino-3-(3-fluorophenyl)isoxazol-4-carboxylic acid), N1(CCNCC1)C1=C(C=CC=C1)O (2-(piperazine-1-yl)phenol), Cl.C(C)N=C=NCCCN(C)C (1-ethyl-3-(dimethylaminopropyl)carbodiimide hydrochloride), OC1=CC=CC=2NN=NC21 (hydroxybenzotriazole). Product: NC1=C(C(=NO1)C1=CC(=CC=C1)F)C(=O)N1CCN(CC1)C1=C(C=CC=C1)O ((5-amino-3-(3-fluorophenyl)isoxazol-4-yl)(4-(2-hydroxyphenyl)piperazine-1-yl)methanone). Isolated yield 44.0%. Reaction SMILES: [NH2:1][C:2]1[O:6][N:5]=[C:4]([C:7]2[CH:12]=[CH:11][CH:10]=[C:9]([F:13])[CH:8]=2)[C:3]=1[C:14]([OH:16])=O.Cl.C(N=C=NCCCN(C)C)C.OC1C2N=NNC=2C=CC=1.[N:39]1([C:45]2[CH:50]=[CH:49][CH:48]=[CH:47][C:46]=2[OH:51])[CH2:44][CH2:43][NH:42][CH2:41][CH2:40]1>>[NH2:1][C:2]1[O:6][N:5]=[C:4]([C:7]2[CH:12]=[CH:11][CH:10]=[C:9]([F:13])[CH:8]=2)[C:3]=1[C:14]([N:42]1[CH2:41][CH2:40][N:39]([C:45]2[CH:50]=[CH:49][CH:48]=[CH:47][C:46]=2[OH:51])[CH2:44][CH2:43]1)=[O:16] |f:1.2|. Reported procedure: In a similar manner as described in Example 1, by using dimethylformimide (15 mL), 5-amino-3-(3-fluorophenyl)isoxazol-4-carboxylic acid (409 mg, 1.84 mmol), 1-ethyl-3-(dimethylaminopropyl)carbodiimide hydrochloride (388 mg, 2.02 mmol), hydroxybenzotriazole (299 mg, 2.21 mmol) and 2-(piperazine-1-yl)phenol (312 mg, 1.84 mmol), a white solid required compound (381 mg, 0.81 mmol, 44%) was obtained. The reactants are CSC1=NN(C2=CC(=CC=C12)NC(CC1N(CCCC1)C(=O)OC(C)(C)C)=O)C1=CC=CC=C1 (tert-butyl 2-(2-(3-(methylthio)-1-phenyl-1H-indazol-6-ylamino)-2-oxoethyl)piperidine-1-carboxylate), ClCCl (dichloromethane). Reaction conditions: temperature 0 celsius, time 30 minute. Yields the product Cl.CSC1=NN(C2=CC(=CC=C12)NC(CC1NCCCC1)=O)C1=CC=CC=C1 (N-(3-(methylthio)-1-phenyl-1H-indazol-6-yl)-2-(piperidin-2-yl)acetamide hydrochloride). RXN SMILES: [CH3:1][S:2][C:3]1[C:11]2[C:6](=[CH:7][C:8]([NH:12][C:13](=[O:28])[CH2:14][CH:15]3[CH2:20][CH2:19][CH2:18][CH2:17][N:16]3C(OC(C)(C)C)=O)=[CH:9][CH:10]=2)[N:5]([C:29]2[CH:34]=[CH:33][CH:32]=[CH:31][CH:30]=2)[N:4]=1.[Cl:35]CCl>>[ClH:35].[CH3:1][S:2][C:3]1[C:11]2[C:6](=[CH:7][C:8]([NH:12][C:13](=[O:28])[CH2:14][CH:15]3[CH2:20][CH2:19][CH2:18][CH2:17][NH:16]3)=[CH:9][CH:10]=2)[N:5]([C:29]2[CH:34]=[CH:33][CH:32]=[CH:31][CH:30]=2)[N:4]=1 |f:2.3|. Procedure: Into a 50-mL 3-necked round-bottom flask, was placed a solution of tert-butyl 2-(2-(3-(methylthio)-1-phenyl-1H-indazol-6-ylamino)-2-oxoethyl)piperidine-1-carboxylate (105 mg, 0.22 mmol, 1.00 equiv) in dichloromethane (5 mL). To the above mixture was introduce H2 (g). The resulting solution was stirred for 30 min at 0° C. The solids were collected by filtration to yield N-(3-(methylthio)-1-phenyl-1H-indazol-6-yl)-2-(piperidin-2-yl)acetamide hydrochloride as a gray solid. Starting materials: BrC=1C=C2CCCC(C2=CC1)=O (6-Bromo-3,4-dihydro-2H-naphthalen-1-one), O (H2O), [OH-].[Na+] (sodium hydroxide), NaBH3, C(C)(=O)[O-].[NH4+] (ammonium acetate). The solvent is CC(C)O (2-propanol). Run at time 4 hour. The product is BrC=1C=C2CCCC(C2=CC1)N ((rac)-6-Bromo-1,2,3,4-tetrahydronaphthalen-1-amine). Isolated yield 84.7%. As a reaction SMILES: [Br:1][C:2]1[CH:3]=[C:4]2[C:9](=[CH:10][CH:11]=1)[C:8](=O)[CH2:7][CH2:6][CH2:5]2.C([O-])(=O)C.[NH4+:17].O.[OH-].[Na+]>CC(O)C>[Br:1][C:2]1[CH:3]=[C:4]2[C:9](=[CH:10][CH:11]=1)[CH:8]([NH2:17])[CH2:7][CH2:6][CH2:5]2 |f:1.2,4.5|. Procedure: 6-Bromo-3,4-dihydro-2H-naphthalen-1-one (9.5 g, 42.2 mmol) was suspended in 2-propanol (250 ml); then, NaBH3 CN (13.3 g, 211 mmol) was added, followed by ammonium acetate (65.1 g, 844 mmol). The reaction mixture was then stirred at RT for 4 hours. It was subsequently heated up to reflux and stirring was continued for 22 hours. The reaction mixture was then cooled down to RT and poured into cold H2O (500 ml); the pH was adjusted to >10 with sodium hydroxide solution and the mixture was extracted ... Starting materials: CC(C)([O-])C.[K+] (potassium tert-butoxide), [N+](=O)([O-])C=1C=C2C=C(NC2=CC1)C(=O)OCC (ethyl 5-nitro-1H-indole-2-carboxylate), FC1=C(CBr)C=CC(=C1)F (2,4-difluorobenzyl bromide), O1CCOCCOCCOCCOCCOCC1 (1,4,7,10,13,16-hexaoxacyclooctadecane). Run in C1CCOC1 (THF), C1CCOC1 (THF). Reaction conditions: time 15 minute. Product: FC1=C(CN2C(=CC3=CC(=CC=C23)[N+](=O)[O-])C(=O)OCC)C=CC(=C1)F (Ethyl 1-(2,4-difluorobenzyl)-5-nitro-1H-indole-2-carboxylate). Reaction SMILES: O1CCOCCOCCOCCOCCOCC1.CC(C)([O-])C.[K+].[N+:25]([C:28]1[CH:29]=[C:30]2[C:34](=[CH:35][CH:36]=1)[NH:33][C:32]([C:37]([O:39][CH2:40][CH3:41])=[O:38])=[CH:31]2)([O-:27])=[O:26].[F:42][C:43]1[CH:50]=[C:49]([F:51])[CH:48]=[CH:47][C:44]=1[CH2:45]Br>C1COCC1>[F:42][C:43]1[CH:50]=[C:49]([F:51])[CH:48]=[CH:47][C:44]=1[CH2:45][N:33]1[C:34]2[C:30](=[CH:29][C:28]([N+:25]([O-:27])=[O:26])=[CH:36][CH:35]=2)[CH:31]=[C:32]1[C:37]([O:39][CH2:40][CH3:41])=[O:38] |f:1.2|. Procedure: Under argon, 214 mg (0.81 mmol) of 1,4,7,10,13,16-hexaoxacyclooctadecane (18-crown-6) are initially charged in 43 ml of THF, and 9.73 ml (9.73 mmol) of 1-molar potassium tert-butoxide solution in THF and 2000 mg (8.11 mmol) of ethyl 5-nitro-1H-indole-2-carboxylate are added. The mixture is stirred at RT for 15 minutes and then cooled to 0° C. A solution of 1713 mg (8.11 mmol) of 2,4-difluorobenzyl bromide in 13 ml of TKF is slowly added dropwise. The ice-bath is removed and the mixture is stirre... The reactants are C(C)OC(=O)N1[C@@H](C[C@@H](C2=NC(=CC=C12)OC)NC1=NC=C(C(=N1)CC1=CC(=CC(=C1)C(F)(F)F)C(F)(F)F)NC(=O)OCCO)CC ((2R,4S)-4-{[3,5-Bis(trifluoromethyl)benzyl]-[5-(2-hydroxyethoxy-carbonylamino)pyrimidin-2-yl]}amino-2-ethyl-6-methoxy-3,4-dihydro-2H-[1,5]naphthyridine-1-carboxylic acid ethyl ester), CC(=O)C (acetone). Reagents/catalysts: [O-2].[Cr+6].[O-2].[O-2] (chromium (VI) oxide). Solvent: S(O)(O)(=O)=O (sulfuric acid). Run at time 4.5 hour. The product is C(C)OC(=O)N1[C@@H](C[C@@H](C2=NC(=CC=C12)OC)NC1=NC=C(C(=N1)CC1=CC(=CC(=C1)C(F)(F)F)C(F)(F)F)NC(=O)OCC(=O)O)CC ((2R,4S)-4-{[3,5-bis(trifluoromethyl)-benzyl]-(5-carboxymethoxycarbonylaminopyrimidin-2-yl)}amino-2-ethyl-6-methoxy-3,4-dihydro-2H-[1,5]naphthyridine-1-carboxylic acid ethyl ester). RXN SMILES: [CH2:1]([O:3][C:4]([N:6]1[C:15]2[C:10](=[N:11][C:12]([O:16][CH3:17])=[CH:13][CH:14]=2)[C@@H:9]([NH:18][C:19]2[N:24]=[C:23]([CH2:25][C:26]3[CH:31]=[C:30]([C:32]([F:35])([F:34])[F:33])[CH:29]=[C:28]([C:36]([F:39])([F:38])[F:37])[CH:27]=3)[C:22]([NH:40][C:41]([O:43][CH2:44][CH2:45][OH:46])=[O:42])=[CH:21][N:20]=2)[CH2:8][C@H:7]1[CH2:47][CH3:48])=[O:5])[CH3:2].CC(C)=[O:51]>S(=O)(=O)(O)O.[O-2].[Cr+6].[O-2].[O-2]>[CH2:1]([O:3][C:4]([N:6]1[C:15]2[C:10](=[N:11][C:12]([O:16][CH3:17])=[CH:13][CH:14]=2)[C@@H:9]([NH:18][C:19]2[N:24]=[C:23]([CH2:25][C:26]3[CH:27]=[C:28]([C:36]([F:37])([F:39])[F:38])[CH:29]=[C:30]([C:32]([F:33])([F:34])[F:35])[CH:31]=3)[C:22]([NH:40][C:41]([O:43][CH2:44][C:45]([OH:51])=[O:46])=[O:42])=[CH:21][N:20]=2)[CH2:8][C@H:7]1[CH2:47][CH3:48])=[O:5])[CH3:2] |f:3.4.5.6|. Procedure details: (2R,4S)-4-{[3,5-Bis(trifluoromethyl)benzyl]-[5-(2-hydroxyethoxy-carbonylamino)pyrimidin-2-yl]}amino-2-ethyl-6-methoxy-3,4-dihydro-2H-[1,5]naphthyridine-1-carboxylic acid ethyl ester (192 mg) is dissolved in acetone (5 ml), and thereto is added 2.67M chromium (VI) oxide in dilute sulfuric acid solution (320 μl) under ice-cooling. The mixture is stirred for 4.5 hours, and partitioned by adding sodium bisulfite, water and ethyl acetate. The organic layer is washed with saturated brine and dried ove... Starting materials: CC(=O)c1ccc(S(=O)(=O)Cl)cc1, Fc1ccc(C2CCCN2)cc1. Product: CC(=O)c1ccc(S(=O)(=O)N2CCCC2c2ccc(F)cc2)cc1. RXN SMILES: [C:13]([CH3:14])(=[O:15])[c:16]1[cH:17][cH:18][c:19]([S:22](=[O:23])(=[O:24])[Cl:25])[cH:20][cH:21]1.[F:1][c:2]1[cH:3][cH:4][c:5]([CH:8]2[NH:9][CH2:10][CH2:11][CH2:12]2)[cH:6][cH:7]1>>[F:1][c:2]1[cH:3][cH:4][c:5]([CH:8]2[N:9]([S:22]([c:19]3[cH:18][cH:17][c:16]([C:13]([CH3:14])=[O:15])[cH:21][cH:20]3)(=[O:23])=[O:24])[CH2:10][CH2:11][CH2:12]2)[cH:6][cH:7]1. Starting materials: BrC1=NN2C(S1)=NC=C2 (2-bromo-imidazo[2,1-b][1,3,4]thiadiazole), OS(=O)(=O)O.O=S(=O)=O (oleum), [Cl-].[Na+] (sodium chloride). Reaction conditions: temperature 80 celsius. Yields the product BrC1=NN2C(S1)=NC=C2S(=O)(=O)O (2-bromo-imidazo[2,1-b][1,3,4]thiadiazole-5-sulfonic acid). RXN SMILES: [Br:1][C:2]1[S:6][C:5]2=[N:7][CH:8]=[CH:9][N:4]2[N:3]=1.[Cl-].[Na+].[OH:12][S:13](O)(=[O:15])=[O:14].O=S(=O)=O>>[Br:1][C:2]1[S:6][C:5]2=[N:7][CH:8]=[C:9]([S:13]([OH:15])(=[O:14])=[O:12])[N:4]2[N:3]=1 |f:1.2,3.4|. Reported procedure: The starting 2-bromo-imidazo[2,1-b][1,3,4]thiadiazole (2.0 g; 9.9 mmol) was dissolved in oleum (4.0 mL) and the resulting solution was heated at 80° C. for 8 hours. The reaction was allowed to cool to room temperature and then poured onto crushed ice. One spoon of sodium chloride was added and the resulting precipitate was isolated by vacuum filtration and washed with cold water. It was dried by azeotrope distillation with toluene. The title compound 2-bromo-imidazo[2,1-b][1,3,4]thiadiazole-5-su... The reactants are O=C([O-])[O-], CNn1c(C(=O)OC)c(-c2ccccc2)c2cc(Cl)ccc2c1=O, CI, [K+], [K+], CN(C)C=O. The product is COC(=O)c1c(-c2ccccc2)c2cc(Cl)ccc2c(=O)n1N(C)C. As a reaction SMILES: [C:25](=[O:26])([O-:27])[O-:28].[CH3:1][O:2][C:3](=[O:4])[c:5]1[n:6]([NH:23][CH3:24])[c:7](=[O:22])[c:8]2[cH:9][cH:10][c:11]([Cl:21])[cH:12][c:13]2[c:14]1-[c:15]1[cH:16][cH:17][cH:18][cH:19][cH:20]1.[CH3:31][I:32].[K+:29].[K+:30].[O:33]=[CH:34][N:35]([CH3:36])[CH3:37]>>[CH3:1][O:2][C:3](=[O:4])[c:5]1[n:6]([N:23]([CH3:24])[CH3:25])[c:7](=[O:22])[c:8]2[cH:9][cH:10][c:11]([Cl:21])[cH:12][c:13]2[c:14]1-[c:15]1[cH:16][cH:17][cH:18][cH:19][cH:20]1. Reactants: C(=O)(C(F)(F)F)O (TFA), CN(C)C(=[N+](C)C)ON1C2=C(C=CC=C2)N=N1.[B-](F)(F)(F)F (TBTU), ester, FC1=CC=C(C=C1)N1[C@@H]([C@H](C1=O)SCC(=O)C1=CC=C(C=C1)F)C1=CC=C(OCC(=O)N[C@@H](C)C(=O)O)C=C1 (N-{[4-((2R,3R)-1-(4-fluorophenyl)-3-([2-(4-fluorophenyl)-2-oxoethyl]thio}-4-oxoazetidin-2-yl)phenoxy]acetyl}-L-alanine), Cl.C(C)(C)(C)OC([C@H](N)C(C)C)=O (D-valine tert-butyl ester hydrochloride), CN1CCOCC1 (N-methylmorpholine). The solvent is C1(=CC=CC=C1)C (toluene), C(Cl)Cl (DCM). Run at time 3 hour. The product is FC1=CC=C(C=C1)N1[C@@H]([C@H](C1=O)SCC(O)C1=CC=C(C=C1)F)C1=CC=C(OCC(=O)N[C@@H](C)C(=O)N[C@H](C(C)C)C(=O)O)C=C1 (N-{[4-((2R,3R)-1-(4-Fluorophenyl)-3-{[2-(4-fluorophenyl)-2-hydroxyethy]thio}-4-oxoazetidin-2-yl)phenoxy]acetyl}-L-alanyl-D-valine). Isolated yield 79.1%. RXN SMILES: [F:1][C:2]1[CH:7]=[CH:6][C:5]([N:8]2[C:11](=[O:12])[C@H:10]([S:13][CH2:14][C:15]([C:17]3[CH:22]=[CH:21][C:20]([F:23])=[CH:19][CH:18]=3)=[O:16])[C@H:9]2[C:24]2[CH:39]=[CH:38][C:27]([O:28][CH2:29][C:30]([NH:32][C@H:33]([C:35]([OH:37])=O)[CH3:34])=[O:31])=[CH:26][CH:25]=2)=[CH:4][CH:3]=1.Cl.C([O:45][C:46](=[O:52])[C@@H:47]([CH:49]([CH3:51])[CH3:50])[NH2:48])(C)(C)C.CN1CCOCC1.CN(C(ON1N=NC2C=CC=CC1=2)=[N+](C)C)C.[B-](F)(F)(F)F.C(O)(C(F)(F)F)=O>C(Cl)Cl.C1(C)C=CC=CC=1>[F:1][C:2]1[CH:3]=[CH:4][C:5]([N:8]2[C:11](=[O:12])[C@H:10]([S:13][CH2:14][CH:15]([C:17]3[CH:18]=[CH:19][C:20]([F:23])=[CH:21][CH:22]=3)[OH:16])[C@H:9]2[C:24]2[CH:25]=[CH:26][C:27]([O:28][CH2:29][C:30]([NH:32][C@H:33]([C:35]([NH:48][C@@H:47]([C:46]([OH:52])=[O:45])[CH:49]([CH3:51])[CH3:50])=[O:37])[CH3:34])=[O:31])=[CH:38][CH:39]=2)=[CH:6][CH:7]=1 |f:1.2,4.5|. Procedure: A solution of N-{[4-((2R,3R)-1-(4-fluorophenyl)-3-([2-(4-fluorophenyl)-2-oxoethyl]thio}-4-oxoazetidin-2-yl)phenoxy]acetyl}-L-alanine (0.015 g, 0.027 mmol), D-valine tert-butyl ester hydrochloride (0.008 g, 0.038 mmol) and N-methylmorpholine (0.030 ml, 0.272 mmol) in DCM (4 ml) was stirred for 5 min. TBTU (0.013 g, 0.041 mmol) was added. After 3 h, the conversion to the ester (M/z: 710.2) was completed and TFA (3 ml) was added. After 4 h, the mixture was diluted with toluene (2 ml) and the solven...